This data is from the Open Reaction Database (ORD), a public repository of structured organic reaction records. The task is: describe an organic reaction: reactants, conditions, products, and yield Reactants: Cl.NC(=N)N (Guanidine hydrochloride), ClC1=CN=C(C2=CC(=CC=C12)C(=O)NC1(CCCC1)C(=O)O)NC(=N)N (N-[(4-Chloro-1-guanidino-7-isoquinolinyl)carbonyl]cycloleucine), C(C)OC(C1(NC(=O)C2=CC=C3C(=CN=C(C3=C2)Cl)Cl)CCCC1)=O (N-[(1,4-Dichloro-7-isoquinolinyl)carbonyl]cycloleucine ethyl ester). Solvent: CC(C)(C)O (t-BuOH). Conditions: temperature 50 celsius. The product is C(C)OC(C1(NC(=O)C2=CC=C3C(=CN=C(C3=C2)NC(=N)N)Cl)CCCC1)=O (N-[(4-chloro-1-guanidino-7-isoquinolinyl)carbonyl]cycloleucine ethyl ester). Yield: 15.2%. Reaction SMILES: [Cl:1][C:2]1[C:11]2[C:6](=[CH:7][C:8]([C:12]([NH:14][C:15]3([C:20]([OH:22])=[O:21])[CH2:19][CH2:18][CH2:17][CH2:16]3)=[O:13])=[CH:9][CH:10]=2)[C:5]([NH:23][C:24]([NH2:26])=[NH:25])=[N:4][CH:3]=1.Cl.NC(N)=N.[CH2:32](OC(=O)C1(CCCC1)NC(C1C=C2C(C(Cl)=CN=C2Cl)=CC=1)=O)[CH3:33]>CC(O)(C)C>[CH2:32]([O:21][C:20](=[O:22])[C:15]1([CH2:19][CH2:18][CH2:17][CH2:16]1)[NH:14][C:12]([C:8]1[CH:7]=[C:6]2[C:11]([C:2]([Cl:1])=[CH:3][N:4]=[C:5]2[NH:23][C:24]([NH2:26])=[NH:25])=[CH:10][CH:9]=1)=[O:13])[CH3:33] |f:1.2|. Procedure: N-[(4-Chloro-1-guanidino-7-isoquinolinyl)carbonyl]cycloleucine ##STR62## NaH (45 mg, 60% dispersion in mineral oil, 1.13 mmol) was added to t-BuOH and the mixture heated at 50° C. for 15 min. Guanidine hydrochloride (105 mg, 1.10 mmol) was added and the mixture heated at 50° C. for an additional 15 min. N-[(1,4-Dichloro-7-isoquinolinyl)carbonyl]cycloleucine ethyl ester (350 mg, 0.92 mmol) was added and the mixture heated at reflux for 17 h. The solvents were evaporated in vacuo and the residue p...